Dataset: the Open Reaction Database (ORD), a public repository of structured organic reaction records. Task: describe an organic reaction: reactants, conditions, products, and yield Starting materials: OC1=NOC(=C1)C (3-Hydroxy-5-methylisoxazole), Cl (hydrogen chloride), N(C1=CC=CC=C1)C1=NC(=NC=C1COCC)NC1=CC=C(C=C1)OCC(CN(C)C)O (4-Anilino-5-(ethoxymethyl)-2-{4-[2-hydroxy-3-(N,N-dimethylamino)propoxy]anilino}pyrimidine). Solvent: CN1CCCC1=O (NMP). Run at temperature 100 celsius. Product: N(C1=CC=CC=C1)C1=NC(=NC=C1COC1=NOC(=C1)C)NC1=CC=C(C=C1)OCC(CN(C)C)O (4-Anilino-5-[(5-methylisoxazol-3-yl)oxymethyl]-2-{4-[2-hydroxy-3-(N,N-dimethylamino)propoxy]anilino}pyrimidine). Yield: 43.4%. As a reaction SMILES: [NH:1]([C:8]1[C:13]([CH2:14][O:15][CH2:16][CH3:17])=[CH:12][N:11]=[C:10]([NH:18][C:19]2[CH:24]=[CH:23][C:22]([O:25][CH2:26][CH:27]([OH:32])[CH2:28][N:29]([CH3:31])[CH3:30])=[CH:21][CH:20]=2)[N:9]=1)[C:2]1[CH:7]=[CH:6][CH:5]=[CH:4][CH:3]=1.OC1[CH:38]=[C:37](C)[O:36][N:35]=1.Cl>CN1C(=O)CCC1>[NH:1]([C:8]1[C:13]([CH2:14][O:15][C:16]2[CH:17]=[C:37]([CH3:38])[O:36][N:35]=2)=[CH:12][N:11]=[C:10]([NH:18][C:19]2[CH:20]=[CH:21][C:22]([O:25][CH2:26][CH:27]([OH:32])[CH2:28][N:29]([CH3:31])[CH3:30])=[CH:23][CH:24]=2)[N:9]=1)[C:2]1[CH:7]=[CH:6][CH:5]=[CH:4][CH:3]=1. Procedure: 4-Anilino-5-(ethoxymethyl)-2-{4-[2-hydroxy-3-(N,N-dimethylamino)propoxy]anilino}pyrimidine (Example 86, 100 mg, 0.23 mmol) was dissolved in NMP (2 ml). 3-Hydroxy-5-methylisoxazole (45 mg, 0.46 mmol) and ethereal hydrogen chloride (1.0M; 0.46 ml, 0.46 mmol) were added, and the solution was heated at 100° C. for 20 hours. Volatile material was removed by evaporation, and the residue was dissolved in 10% methanol solution in DCM (3 ml) and loaded on a Varian Mega Bond Elut column. The column was el... The reactants are FC(S(=O)(=O)[O-])(F)F.[N+](=O)([O-])C1(C[NH2+]C1)[N+](=O)[O-] (3,3-dinitroazetidinium trifluoromethanesulfonate), C([O-])(O)=O.[Na+] (sodium bicarbonate). The solvent is O (water). Yields the product resultant product, [N+](=O)([O-])C1(CNC1)[N+](=O)[O-] (3,3-dinitroazetidine). Isolated yield 99.4%. RXN SMILES: FC(F)(F)S([O-])(=O)=O.[N+:9]([C:12]1([N+:16]([O-:18])=[O:17])[CH2:15][NH2+:14][CH2:13]1)([O-:11])=[O:10].C(=O)(O)[O-].[Na+]>O>[N+:9]([C:12]1([N+:16]([O-:18])=[O:17])[CH2:15][NH:14][CH2:13]1)([O-:11])=[O:10] |f:0.1,2.3|. Procedure: 3,3-dinitroazetidinium trifluoromethanesulfonate (2.0 g, 0.0067 mole) was dissolved in 20 ml of water and neutralized with sodium bicarbonate (0.62 g, 0.0074 mole). The free base was extracted into chloroform (3×5 ml) and dried over sodium sulfate. The chloroform was removed under vacuum to quantitatively give the resultant product, 3,3-dinitroazetidine (0.98 g) as a colorless to light yellow oil. The product is C(=CCCCCCCCC)C1=C(C(=O)OC)C=CC=C1 (Methyl 2-(1-Decenyl)benzoate). Reported procedure: To a stirred, cooled (-78° C., dry ice/acetone) solution of nonyltriphenylphosphonium bromide (prepared as described in Example 1 Part A) (12.09 g, 22 mM, 1.2 eq.) in dry THF (125 ml) was added dropwise under argon a 2.5M solution of n-BuLi in hexane (7.32 ml, 18.3 mM, 1 eq.). Twenty minutes after completed addition HMPA (19 ml, 110 mM, 6 eq.) was added followed by dropwise addition of the title A aldehyde (3.0 g, 183 mM) in 25 ml of THF over a 1.5 hour period. The mixture was warmed to 0° C. (i... Reaction conditions: temperature 0 celsius. As a reaction SMILES: [C:1](=[O:3])=[O:2].[CH3:4][C:5]([CH3:7])=O.[Br-].[CH2:9]([P+](C1C=CC=CC=1)(C1C=CC=CC=1)C1C=CC=CC=1)[CH2:10][CH2:11][CH2:12][CH2:13][CH2:14][CH2:15][CH2:16]C.[Li][CH2:38]CCC.[CH3:42][CH2:43][CH2:44][CH2:45][CH2:46]C.CN(P(N(C)C)(N(C)C)=O)C>C1COCC1.CCOC(C)=O.O>[CH:5]([C:7]1[CH:46]=[CH:45][CH:44]=[CH:43][C:42]=1[C:1]([O:3][CH3:38])=[O:2])=[CH:4][CH2:16][CH2:15][CH2:14][CH2:13][CH2:12][CH2:11][CH2:10][CH3:9] |f:0.1,2.3|. Starting materials: aldehyde, C(=O)=O.CC(=O)C (dry ice acetone), [Br-].C(CCCCCCCC)[P+](C1=CC=CC=C1)(C1=CC=CC=C1)C1=CC=CC=C1 (nonyltriphenylphosphonium bromide), solution, [Li]CCCC (n-BuLi), CCCCCC (hexane), CN(C)P(=O)(N(C)C)N(C)C (HMPA). Run in C1CCOC1 (THF), C1CCOC1 (THF), O (H2O), CCOC(=O)C (EtOAc). Starting materials: C(C1=CC=CC=C1)N1N=CC2=C(C=CC=C12)NC(=O)C1=CN=C2N1C=CC(=C2)C=C (N-(1-benzyl-1H-indazol-4-yl)-7-vinylimidazo[1,2-a]pyridine-3-carboxamide), solution, C[N+]1(CCOCC1)[O-] (N-methylmorpholine N-oxide), solution, CC(=O)C.O (acetone water), C[N+]1(CCOCC1)[O-] (N-methyl morpholine N-oxide), O (water). Reagents/catalysts: [Os](=O)(=O)(=O)=O (osmium tetroxide), [Os](=O)(=O)(=O)=O (osmium tetroxide). Run in C(C)(C)(C)O (t-butanol). The product is C(C1=CC=CC=C1)N1N=CC2=C(C=CC=C12)NC(=O)C1=CN=C2N1C=CC(=C2)C(CO)O (N-(1-benzyl-1H-indazol-4-yl)-7-(1,2-dihydroxyethyl)imidazo[1,2-a]pyridine-3-carboxamide). RXN SMILES: [CH2:1]([N:8]1[C:16]2[C:11](=[C:12]([NH:17][C:18]([C:20]3[N:24]4[CH:25]=[CH:26][C:27]([CH:29]=[CH2:30])=[CH:28][C:23]4=[N:22][CH:21]=3)=[O:19])[CH:13]=[CH:14][CH:15]=2)[CH:10]=[N:9]1)[C:2]1[CH:7]=[CH:6][CH:5]=[CH:4][CH:3]=1.C[N+]1([O-])CCOCC1.[OH2:39].CC(C)=O.[OH2:44]>C(O)(C)(C)C.[Os](=O)(=O)(=O)=O>[CH2:1]([N:8]1[C:16]2[C:11](=[C:12]([NH:17][C:18]([C:20]3[N:24]4[CH:25]=[CH:26][C:27]([CH:29]([OH:44])[CH2:30][OH:39])=[CH:28][C:23]4=[N:22][CH:21]=3)=[O:19])[CH:13]=[CH:14][CH:15]=2)[CH:10]=[N:9]1)[C:2]1[CH:3]=[CH:4][CH:5]=[CH:6][CH:7]=1 |f:3.4|. Procedure details: To a solution of N-(1-benzyl-1H-indazol-4-yl)-7-vinylimidazo[1,2-a]pyridine-3-carboxamide (27 mg; 0.069 mmol) in acetone/water (3:2; 1 mL) were added osmium tetroxide (0.1 equivalents as a 2% solution in t-butanol) and N-methylmorpholine N-oxide (1.2 equivalents as a 50% solution on water). The mixture was stirred at ambient temperature for several days. Further aliquots of osmium tetroxide and N-methyl morpholine N-oxide were added at intervals until the reaction was complete by LC. The mixture...